Dataset: the Open Reaction Database (ORD), a public repository of structured organic reaction records. Task: describe an organic reaction: reactants, conditions, products, and yield Starting materials: CC(C)C(C=C(Cl)c1ccccc1)C(=O)O, [Cl-], OCc1cccc(Oc2ccccc2)n1. The product is CC(C)C(C=C(Cl)c1ccccc1)C(=O)OCc1cccc(Oc2ccccc2)n1. RXN SMILES: [CH:2]([CH3:3])([CH3:4])[CH:5]([C:6](=[O:7])[OH:8])[CH:9]=[C:10]([c:11]1[cH:12][cH:13][cH:14][cH:15][cH:16]1)[Cl:17].[Cl-:1].[O:18]([c:19]1[cH:20][cH:21][cH:22][cH:23][cH:24]1)[c:25]1[cH:26][cH:27][cH:28][c:29]([CH2:31][OH:32])[n:30]1>>[CH:2]([CH3:3])([CH3:4])[CH:5]([C:6](=[O:7])[O:8][CH2:31][c:29]1[cH:28][cH:27][cH:26][c:25]([O:18][c:19]2[cH:20][cH:21][cH:22][cH:23][cH:24]2)[n:30]1)[CH:9]=[C:10]([c:11]1[cH:12][cH:13][cH:14][cH:15][cH:16]1)[Cl:17]. Reactants: N(=O)[O-].[Na+] (sodium nitrite), N (ammonia), 3.2, NC1=CC2=C(N=C(N2)C2=C(C=C(C=C2)OS(=O)(=O)C)OC)C=C1 (5-amino-2-(2'-methoxy-4'-methanesulfonyloxy-phenyl)-benzimidazole). The solvent is O (water), O (water), C(C)(=O)O (acetic acid). Run at time 1 hour. Yields the product OC1=CC2=C(N=C(N2)C2=C(C=C(C=C2)OS(=O)(=O)C)OC)C=C1 (5-Hydroxy-2-(2'-methoxy-4'-methanesulfonyloxy-phenyl)-benzimidazole). As a reaction SMILES: N[C:2]1[CH:23]=[CH:22][C:5]2[N:6]=[C:7]([C:9]3[CH:14]=[CH:13][C:12]([O:15][S:16]([CH3:19])(=[O:18])=[O:17])=[CH:11][C:10]=3[O:20][CH3:21])[NH:8][C:4]=2[CH:3]=1.N([O-])=[O:25].[Na+].N>C(O)(=O)C.O>[OH:25][C:2]1[CH:23]=[CH:22][C:5]2[N:6]=[C:7]([C:9]3[CH:14]=[CH:13][C:12]([O:15][S:16]([CH3:19])(=[O:17])=[O:18])=[CH:11][C:10]=3[O:20][CH3:21])[NH:8][C:4]=2[CH:3]=1 |f:1.2|. Procedure details: An amount of 3.2 (9.6 mmol) of 5-amino-2-(2'-methoxy-4'-methanesulfonyloxy-phenyl)-benzimidazole was dissolved in 509 ml of glacial acetic acid, and then a solution of 1.38 gm (20 mmol) of sodium nitrite in 5.0 ml of water was added dropwise, under stirring. After one hour, the mixture was diluted with 100 ml of water, and the solution was refluxed for 1.5 hours. Subsequent to cooling, the solution was adjusted to a pH of 5 with concentrated ammonia and extracted three times, each time with 40 m... Starting materials: O.NN (hydrazine hydrate), C(C)(=O)O (acetic acid), BrC1=CC=C(C(=O)/N=C/N(C)C)C=C1 ((E)-4-bromo-N-((dimethylamino)methylene)benzamide). Conditions: temperature 90 celsius, time 1.5 hour. Product: BrC1=CC=C(C=C1)C1=NC=NN1 (5-(4-bromophenyl)-1H-1,2,4-triazole). Yield: 66.5%. RXN SMILES: O.[NH2:2]N.C(O)(=O)C.[Br:8][C:9]1[CH:21]=[CH:20][C:12]([C:13](/[N:15]=[CH:16]/[N:17](C)C)=O)=[CH:11][CH:10]=1>>[Br:8][C:9]1[CH:21]=[CH:20][C:12]([C:13]2[NH:2][N:17]=[CH:16][N:15]=2)=[CH:11][CH:10]=1 |f:0.1|. Reported procedure: To a solution of hydrazine hydrate (1.96 mL, 40.4 mmol) in acetic acid (91.9 mL, 36.8 mmol) was added (E)-4-bromo-N-((dimethylamino)methylene)benzamide (9.38 g, 36.8 mmol) and the mixture stirred at 90° C. for 1.5 hours. The reaction mixture was concentrated to about 10 mL and diluted with ether (50 mL). The resulting white solid was collected by vacuum filtration, rinsing with excess ether, and dried to afford 5-(4-bromophenyl)-1H-1,2,4-triazole (5.48 g, 66%) which was carried on without furthe... Reactants: CCOC1CCC2(CC1)OCCO2, C1CCOC1, O. Product: CCOC1CCC(=O)CC1. Reaction SMILES: [CH2:1]([CH3:2])[O:3][CH:4]1[CH2:5][CH2:6][C:7]2([O:8][CH2:11][CH2:10][O:9]2)[CH2:12][CH2:13]1.[O:14]1[CH2:15][CH2:16][CH2:17][CH2:18]1.[OH2:19]>>[CH2:1]([CH3:2])[O:3][CH:4]1[CH2:5][CH2:6][C:7](=[O:8])[CH2:12][CH2:13]1. Reactants: COC(=O)C=1C=CC2=C(SC(=C2)C2=NC(=NC=C2C)Cl)C1 (2-(2-chloro-5-methylpyrimidin-4-yl)-benzo[b]thiophene-6-carboxylic acid methyl ester), NCCCN1CCN(CC1)C (1-(3-aminopropyl)-4-methylpiperazine). Run in O1CCOCC1 (1,4-dioxane). Reaction conditions: temperature 90 celsius. Product: COC(=O)C=1C=CC2=C(SC(=C2)C2=NC(=NC=C2C)NCCCN2CCN(CC2)C)C1 (2-{5-methyl-2-[3-(4-methylpiperazin-1-yl)-propylamino]-pyrimidin-4-yl}-benzo[b]thiophene-6-carboxylic acid methyl ester). Yield: 45.5%. RXN SMILES: [CH3:1][O:2][C:3]([C:5]1[CH:6]=[CH:7][C:8]2[CH:12]=[C:11]([C:13]3[C:18]([CH3:19])=[CH:17][N:16]=[C:15](Cl)[N:14]=3)[S:10][C:9]=2[CH:21]=1)=[O:4].[NH2:22][CH2:23][CH2:24][CH2:25][N:26]1[CH2:31][CH2:30][N:29]([CH3:32])[CH2:28][CH2:27]1>O1CCOCC1>[CH3:1][O:2][C:3]([C:5]1[CH:6]=[CH:7][C:8]2[CH:12]=[C:11]([C:13]3[C:18]([CH3:19])=[CH:17][N:16]=[C:15]([NH:22][CH2:23][CH2:24][CH2:25][N:26]4[CH2:27][CH2:28][N:29]([CH3:32])[CH2:30][CH2:31]4)[N:14]=3)[S:10][C:9]=2[CH:21]=1)=[O:4]. Procedure details: A mixture of 2-(2-chloro-5-methylpyrimidin-4-yl)-benzo[b]thiophene-6-carboxylic acid methyl ester (2.08 g, 6.50 mmol) and 1-(3-aminopropyl)-4-methylpiperazine (3.00 g, 19.0 mmol) in 1,4-dioxane (40 mL) is heated at 90° C. for 20 hours. The solvent is evaporated and the resulting residue is subjected to chromatography on silica gel, eluting with 2M NH3/CH3OH in dichloromethane 0-8%, to give the title compound (1.30 g, 72% yield). ES+(m/z) 460 [M+H]. The reactants are CCCCC(=O)Cl, Cc1nc2c(F)cc(C(C)(C)C)cc2c(O)c1C, [H-], [Na+], C1CCOC1, O. Yields the product CCCCC(=O)c1c(C)c(C)nc2c(F)cc(C(C)(C)C)cc12. RXN SMILES: [C:21]([CH2:22][CH2:23][CH2:24][CH3:25])(=[O:26])[Cl:27].[CH3:3][c:4]1[n:5][c:6]2[c:7]([F:20])[cH:8][c:9]([C:16]([CH3:17])([CH3:18])[CH3:19])[cH:10][c:11]2[c:12]([OH:15])[c:13]1[CH3:14].[H-:1].[Na+:2].[O:29]1[CH2:30][CH2:31][CH2:32][CH2:33]1.[OH2:28]>>[CH3:3][c:4]1[n:5][c:6]2[c:7]([F:20])[cH:8][c:9]([C:16]([CH3:17])([CH3:18])[CH3:19])[cH:10][c:11]2[c:12]([C:21]([CH2:22][CH2:23][CH2:24][CH3:25])=[O:26])[c:13]1[CH3:14].